Dataset: the Open Reaction Database (ORD), a public repository of structured organic reaction records. Task: describe an organic reaction: reactants, conditions, products, and yield Starting materials: 2-L, BrC1=CC(=C(C=C1)N[C@H](CO)C)[N+](=O)[O-] ((S)-2-(4-bromo-2-nitrophenylamino)propane-1-ol), [Cl-].[NH4+] (ammonium chloride), O (water). The reagents and catalysts are [Fe] (iron). Run in C(C)O (ethanol), C(C)O (ethanol). Conditions: temperature 80 celsius, time 4 hour. Yields the product NC1=C(C=CC(=C1)Br)N[C@H](CO)C ((S)-2-(2-amino-4-bromophenylamino)propane-1-ol). The yield is 92.8%. Reaction SMILES: [Cl-].[NH4+].O.[Br:4][C:5]1[CH:10]=[CH:9][C:8]([NH:11][C@@H:12]([CH3:15])[CH2:13][OH:14])=[C:7]([N+:16]([O-])=O)[CH:6]=1>C(O)C.[Fe]>[NH2:16][C:7]1[CH:6]=[C:5]([Br:4])[CH:10]=[CH:9][C:8]=1[NH:11][C@@H:12]([CH3:15])[CH2:13][OH:14] |f:0.1|. Procedure: A 2-L, three-necked, round bottomed flask fitted with a nitrogen inlet, overhead stirrer, thermocouple, and condenser was charged with iron power (117 g, 2090 mmol), ammonium chloride (1.118 g, 20.90 mmol), ethanol (375 mL), and water (201 mL). The mixture was heated to 80° C., and a solution of (S)-2-(4-bromo-2-nitrophenylamino)propane-1-ol (57.5 g, 209 mmol) in ethanol (200 mL) was slowly added. The mixture stirred at 80° C. for 4 h. The reaction mixture was filtered through a pad of Celite an... The reactants are OS(=O)(=O)O (H2SO4), NC1=CC(=C(C=C1)NCC1=CC=C(C=C1)OC)OC ((4-amino-2-methoxyphenyl)-(4-methoxybenzyl)amine), FC(C(CC(=O)OCC)=O)(F)F (ethyl 4,4,4-trifluoroacetoacetate). Solvent: C1=CC=CC=C1 (benzene). The product is 0.734, NC=1C=C2C(=CC(NC2=CC1OC)=O)C(F)(F)F (6-amino-7-methoxy-4-(trifluoromethyl)-1H-quinolin-2-one). Yield: 60.0%. Reaction SMILES: [NH2:1][C:2]1[CH:7]=[CH:6][C:5]([NH:8]CC2C=CC(OC)=CC=2)=[C:4]([O:18][CH3:19])[CH:3]=1.[F:20][C:21]([F:31])([F:30])[C:22](=O)[CH2:23][C:24]([O:26]CC)=O.OS(O)(=O)=O>C1C=CC=CC=1>[NH2:8][C:5]1[CH:6]=[C:7]2[C:2](=[CH:3][C:4]=1[O:18][CH3:19])[NH:1][C:24](=[O:26])[CH:23]=[C:22]2[C:21]([F:20])([F:30])[F:31]. Procedure: This compound was prepared according to General Method 11 (EXAMPLE 22) from (4-amino-2-methoxyphenyl)-(4-methoxybenzyl)amine (1.23 g, 4.76 mmol) and ethyl 4,4,4-trifluoroacetoacetate (1.05 g, 5.71 mmol) in 60 mL benzene followed by treatment with 10 mL concentrated H2SO4 to afford 0.734 (60%) of 6-amino-7-methoxy-4-(trifluoromethyl)-1H-quinolin-2-one, a yellow solid, after rinsing with MeOH:ether:hexanes. Data for 6-amino-7-methoxy-4-(trifluoromethyl)-1H-quinolin-2-one: Rf 0.28 (19:1 CH2Cl2:MeOH... Reactants: [Al+3], CCOC(=O)c1cccc2c3c([nH]c12)CCC(N(C)C)C3, [H-], [H-], [H-], [H-], [Li+], C1CCOC1. Product: CN(C)C1CCc2[nH]c3c(CO)cccc3c2C1. Reaction SMILES: [Al+3:23].[CH3:1][N:2]([CH:3]1[CH2:4][CH2:5][c:6]2[nH:7][c:8]3[c:9]([C:16](=[O:17])[O:18][CH2:19][CH3:20])[cH:10][cH:11][cH:12][c:13]3[c:14]2[CH2:15]1)[CH3:21].[H-:22].[H-:25].[H-:26].[H-:27].[Li+:24].[O:28]1[CH2:29][CH2:30][CH2:31][CH2:32]1>>[CH3:1][N:2]([CH:3]1[CH2:4][CH2:5][c:6]2[nH:7][c:8]3[c:9]([CH2:16][OH:17])[cH:10][cH:11][cH:12][c:13]3[c:14]2[CH2:15]1)[CH3:21]. The reactants are C(CCC)[Li] (n-butyllithium), CSSC (dimethyldisulfide), CN1C(CC[C@@]2(C3=C(CC[C@@H]12)C=C(C=C3)Br)C)=O ((+)-(4aR)-(10bR)-4-methyl-8-bromo-10b-methyl-1,2,3,4,4a,5,6,10b-octahydrobenzo[f]quinolin-3-one), C(C)(C)[N-]C(C)C.[Li+] (lithium diisopropylamide), amide-enolate. Solvent: C(C)(=O)O (acetic acid), O1CCCC1 (tetrahydrofuran), O1CCCC1 (tetrahydrofuran). Conditions: temperature -75 celsius, time 90 minute. Product: CN1C(CC[C@@]2(C3=C(CC[C@@H]12)C=C(C=C3)SC)C)=O ((+)-(4aR)-(10bR)-4-methyl-8-methylthio-10b-methyl-1,2,3,4,4a,5,6,10b-octahydrobenzo[f]quinolin-3-one). Reaction SMILES: [CH3:1][N:2]1[C@H:11]2[C@@:6]([CH3:17])([C:7]3[CH:15]=[CH:14][C:13](Br)=[CH:12][C:8]=3[CH2:9][CH2:10]2)[CH2:5][CH2:4][C:3]1=[O:18].C([N-]C(C)C)(C)C.[Li+].C([Li])CCC.[CH3:32][S:33]SC>O1CCCC1.C(O)(=O)C>[CH3:1][N:2]1[C@H:11]2[C@@:6]([CH3:17])([C:7]3[CH:15]=[CH:14][C:13]([S:33][CH3:32])=[CH:12][C:8]=3[CH2:9][CH2:10]2)[CH2:5][CH2:4][C:3]1=[O:18] |f:1.2|. Procedure details: (+)-(4aR)-(10bR)-4-methyl-8-bromo-10b-methyl-1,2,3,4,4a,5,6,10b-octahydrobenzo[f]quinolin-3-one (20.0 grams, 64.9 mmole, in 150 mL of tetrahydrofuran) was added to a freshly prepared solution of lithium diisopropylamide in 500 mL of tetrahydrofuran at -20° C. After standing 90 minutes in an ice bath, the resulting amide-enolate solution was cooled to -70° C. and added via cannula over 10 minutes to a freshly mixed solution of n-butyllithium (60.0 mL=2.54 M in hexane, 152 mmole, 2.34 equivalents)... The reactants are O=C[C@H](O)[C@@H](O)[C@@H](O)[C@H](O)C(=O)OC (methyl galacturonate), O=C[C@H](O)[C@@H](O)[C@@H](O)[C@H](O)C(=O)O (galacturonic acid). Yields the product O=C[C@H](O)[C@@H](O)[C@@H](O)[C@H](O)C(=O)OC (methyl galacturonate), O=C[C@H](O)[C@@H](O)[C@@H](O)[C@H](O)C(=O)O (galacturonic acid), O=C[C@H](O)[C@@H](O)[C@@H](O)[C@H](O)CO (galactose), Compound G. RXN SMILES: [O:1]=[CH:2][C@@H:3]([C@H:5]([C@H:7]([C@@H:9]([C:11]([O:13][CH3:14])=[O:12])[OH:10])[OH:8])[OH:6])[OH:4].[O:15]=[CH:16][C@@H:17]([C@H:19]([C@H:21]([C@@H:23]([C:25]([OH:27])=[O:26])[OH:24])[OH:22])[OH:20])[OH:18]>>[O:1]=[CH:2][C@@H:3]([C@H:5]([C@H:7]([C@@H:9]([C:11]([O:13][CH3:14])=[O:12])[OH:10])[OH:8])[OH:6])[OH:4].[O:15]=[CH:16][C@@H:17]([C@H:19]([C@H:21]([C@@H:23]([C:25]([OH:27])=[O:26])[OH:24])[OH:22])[OH:20])[OH:18].[O:1]=[CH:2][C@@H:3]([C@H:5]([C@H:7]([C@@H:9]([CH2:11][OH:12])[OH:10])[OH:8])[OH:6])[OH:4]. Procedure details: Table 3 below indicates approximate ratios of methyl galacturonate to galacturonic acid, and of methyl galacturonate and galacturonic acid to galactose, obtained from 2-D HSQC NMR of Compound G: